This data is from the Open Reaction Database (ORD), a public repository of structured organic reaction records. The task is: describe an organic reaction: reactants, conditions, products, and yield The reactants are [BH3-]C#N, CCCO, CCOC(C)=O, COC(=O)c1cc([N+](=O)[O-])ccc1C=O, [Cl-], [Cl-], CC1(C)Oc2ccc(S(=O)(=O)C(F)(F)F)cc2C(N)C1O, [Na+], [Zn+2]. The product is CC1(C)Oc2ccc(S(=O)(=O)C(F)(F)F)cc2C(N2Cc3ccc([N+](=O)[O-])cc3C2=O)C1O. RXN SMILES: [C:1]([BH3-:2])#[N:3].[CH2:41]([OH:42])[CH2:43][CH3:44].[CH3:45][CH2:46][O:47][C:48](=[O:49])[CH3:50].[CH:26]([c:28]1[c:29]([C:30]([O:27][CH3:32])=[O:31])[cH:34][c:35]([N+:38](=[O:39])[O-:40])[cH:36][cH:37]1)=[O:33].[Cl-:51].[Cl-:53].[NH2:5][CH:6]1[CH:7]([OH:25])[C:8]([CH3:23])([CH3:24])[O:9][c:10]2[c:11]1[cH:12][c:13]([S:16](=[O:17])(=[O:18])[C:19]([F:20])([F:21])[F:22])[cH:14][cH:15]2.[Na+:4].[Zn+2:52]>>[N:5]1([CH:6]2[CH:7]([OH:25])[C:8]([CH3:23])([CH3:24])[O:9][c:10]3[c:11]2[cH:12][c:13]([S:16](=[O:17])(=[O:18])[C:19]([F:20])([F:21])[F:22])[cH:14][cH:15]3)[CH2:26][c:28]2[c:29]([cH:34][c:35]([N+:38](=[O:39])[O-:40])[cH:36][cH:37]2)[C:30]1=[O:31]. Starting materials: CCO, CCOC(=O)c1ccc(C=CC(=O)NCc2cccn2-c2ccc(Cl)c(COc3cccc4ccc(C)nc34)c2Cl)cn1, [Na+], [OH-]. The product is Cc1ccc2cccc(OCc3c(Cl)ccc(-n4cccc4CNC(=O)C=Cc4ccc(C(=O)O)nc4)c3Cl)c2n1. RXN SMILES: [CH3:46][CH2:47][OH:48].[Cl:1][c:2]1[c:3](-[n:22]2[c:23]([CH2:27][NH:28][C:29]([CH:30]=[CH:31][c:32]3[cH:33][n:34][c:35]([C:38](=[O:39])[O:40][CH2:41][CH3:42])[cH:36][cH:37]3)=[O:43])[cH:24][cH:25][cH:26]2)[cH:4][cH:5][c:6]([Cl:21])[c:7]1[CH2:8][O:9][c:10]1[cH:11][cH:12][cH:13][c:14]2[cH:15][cH:16][c:17]([CH3:20])[n:18][c:19]12.[Na+:45].[OH-:44]>>[Cl:1][c:2]1[c:3](-[n:22]2[c:23]([CH2:27][NH:28][C:29]([CH:30]=[CH:31][c:32]3[cH:33][n:34][c:35]([C:38](=[O:39])[OH:40])[cH:36][cH:37]3)=[O:43])[cH:24][cH:25][cH:26]2)[cH:4][cH:5][c:6]([Cl:21])[c:7]1[CH2:8][O:9][c:10]1[cH:11][cH:12][cH:13][c:14]2[cH:15][cH:16][c:17]([CH3:20])[n:18][c:19]12.